This data is from the Open Reaction Database (ORD), a public repository of structured organic reaction records. The task is: describe an organic reaction: reactants, conditions, products, and yield The product is [N+](=O)([O-])C=1C=C2NC(C=3N(C2=CC1N1CCSCC1)C(NN3)=O)=O (7-Nitro-8-thiomorpholino[1,2,4 ]triazolo[4,3-a]quinoxaline-1,4(2H,5H)-dione). Reaction SMILES: F[C:2]1[CH:11]=[C:10]2[C:5]([NH:6][C:7](=[O:16])[C:8]3[N:9]2[C:12](=[O:15])[NH:13][N:14]=3)=[CH:4][C:3]=1[N+:17]([O-:19])=[O:18].[NH:20]1[CH2:25][CH2:24][S:23][CH2:22][CH2:21]1>>[N+:17]([C:3]1[CH:4]=[C:5]2[C:10](=[CH:11][C:2]=1[N:20]1[CH2:25][CH2:24][S:23][CH2:22][CH2:21]1)[N:9]1[C:12](=[O:15])[NH:13][N:14]=[C:8]1[C:7](=[O:16])[NH:6]2)([O-:19])=[O:18]. Procedure details: The title compound was prepared from 8-fluoro-7-nitro[1,2,4]triazolo[4,3-a]quinoxaline-1,4(2H,5H)-dione and thiomorpholine by a method analogous to the method described in example 11. M.p. 230° C. decomp. The reactants are FC1=C(C=C2NC(C=3N(C2=C1)C(NN3)=O)=O)[N+](=O)[O-] (8-fluoro-7-nitro[1,2,4]triazolo[4,3-a]quinoxaline-1,4(2H,5H)-dione), N1CCSCC1 (thiomorpholine). The solvent is CO (methanol). Yields the product C(C=C)OC1=C(C=C(C=C1)CO)[N+](=O)[O-] ((4-Allyloxy-3-nitrophenyl)methanol), SiO2. The reactants are C(C=C)OC1=C(C=C(C=O)C=C1)[N+](=O)[O-] (4-allyloxy-3-nitrobenzaldehyde), Cl (HCl), [BH4-].[Na+] (sodium borohydride). Procedure: The solution of 2.4 g of 4-allyloxy-3-nitrobenzaldehyde in 30 ml of methanol is cooled to 0° C. with stirring and subsequently admixed with 0.48 g of sodium borohydride in portions over 5 minutes. The reaction mixture is stirred further at 0° C. over 30 minutes, then poured onto cooled 2N HCl (100 ml) and extracted with tert-butyl methyl ether (2×100 ml). The organic phases are washed with water (100 ml), 1M sodium hydrogencarbonate solution (100 ml) and brine (100 ml), dried over sodium sulphat... Reaction SMILES: [CH2:1]([O:4][C:5]1[CH:12]=[CH:11][C:8]([CH:9]=[O:10])=[CH:7][C:6]=1[N+:13]([O-:15])=[O:14])[CH:2]=[CH2:3].[BH4-].[Na+].Cl>CO>[CH2:1]([O:4][C:5]1[CH:12]=[CH:11][C:8]([CH2:9][OH:10])=[CH:7][C:6]=1[N+:13]([O-:15])=[O:14])[CH:2]=[CH2:3] |f:1.2|. Reactants: N (NH3), CN1C=NC(=C1C1=CC=2N=CN=C(C2S1)SC)C1=CC=CC=C1 (6-(1-methyl-4-phenyl-1H-imidazol-5-yl)-4-(methylthio)thieno[3,2-d]pyrimidine). Reagents/catalysts: [Cl-].[NH4+] (ammonium chloride). Solvent: CN1CCCC1=O (NMP). Conditions: temperature 205 celsius. Product: CN1C=NC(=C1C1=CC=2N=CN=C(C2S1)N)C1=CC=CC=C1 (6-(1-Methyl-4-phenyl-1H-imidazol-5-yl)thieno[3,2-d]pyrimidin-4-amine). RXN SMILES: [NH3:1].[CH3:2][N:3]1[C:7]([C:8]2[S:16][C:15]3[C:14](SC)=[N:13][CH:12]=[N:11][C:10]=3[CH:9]=2)=[C:6]([C:19]2[CH:24]=[CH:23][CH:22]=[CH:21][CH:20]=2)[N:5]=[CH:4]1>[Cl-].[NH4+].CN1C(=O)CCC1>[CH3:2][N:3]1[C:7]([C:8]2[S:16][C:15]3[C:14]([NH2:1])=[N:13][CH:12]=[N:11][C:10]=3[CH:9]=2)=[C:6]([C:19]2[CH:24]=[CH:23][CH:22]=[CH:21][CH:20]=2)[N:5]=[CH:4]1 |f:2.3|. Procedure details: Concentrated aqueous NH3 (0.5 mL) and saturated ammonium chloride solution (one drop) were added to a solution of 6-(1-methyl-4-phenyl-1H-imidazol-5-yl)-4-(methylthio)thieno[3,2-d]pyrimidine (example 11) (40 mg) in NMP (2 mL). The vessel was sealed and heated in a microwave (CEM explorer, 200-210° C., 110 W) for 35 minutes. Dilution with water (1.5 mL) and purification by RPHPLC eluting with MeCN:H2O (2:98 to 40:60) gave the title compound as a pale brown solid (24 mg, 67.%); Reactants: C(C)(C)(C)OC(=O)C1C(CC(C1)OC1=NC(=NC(=C1)C1=CC=C(C=C1)OC)OC)C(NC1(C(C1)C=C)C(=O)OCC)=O (2-(1-Ethoxycarbonyl-2-vinyl-cyclopropylcarbamoyl)-4-[2-methoxy-6-(4-methoxyphenyl)-pyrimidin-4-yloxy]-cyclopentanecarboxylic acid tert-butyl ester), C(C)[SiH](CC)CC (triethylsilane). Solvent: C(=O)(C(F)(F)F)O (TFA). Product: C(C)OC(=O)C1(C(C1)C=C)NC(=O)C1C(CC(C1)OC1=NC(=NC(=C1)C1=CC=C(C=C1)OC)OC)C(=O)O (2-(1-Ethoxycarbonyl-2-vinyl-cyclopropylcarbamoyl)-4-[2-methoxy-6-(4-methoxy-phenyl)-pyrimidin-4-yloxy]-cyclopentanecarboxylic acid). The yield is 130.2%. As a reaction SMILES: C([O:5][C:6]([CH:8]1[CH2:12][CH:11]([O:13][C:14]2[CH:19]=[C:18]([C:20]3[CH:25]=[CH:24][C:23]([O:26][CH3:27])=[CH:22][CH:21]=3)[N:17]=[C:16]([O:28][CH3:29])[N:15]=2)[CH2:10][CH:9]1[C:30](=[O:42])[NH:31][C:32]1([C:37]([O:39][CH2:40][CH3:41])=[O:38])[CH2:34][CH:33]1[CH:35]=[CH2:36])=[O:7])(C)(C)C.C([SiH](CC)CC)C>C(O)(C(F)(F)F)=O>[CH2:40]([O:39][C:37]([C:32]1([NH:31][C:30]([CH:9]2[CH2:10][CH:11]([O:13][C:14]3[CH:19]=[C:18]([C:20]4[CH:21]=[CH:22][C:23]([O:26][CH3:27])=[CH:24][CH:25]=4)[N:17]=[C:16]([O:28][CH3:29])[N:15]=3)[CH2:12][CH:8]2[C:6]([OH:7])=[O:5])=[O:42])[CH2:34][CH:33]1[CH:35]=[CH2:36])=[O:38])[CH3:41]. Procedure: Compound 16b (1.11 g, 1.9 mmol) was treated with triethylsilane (0.55 g, 4.75 mmol) and TFA (30 ml) according to the procedure described in Example 13 step b which gave the crude title compound, (1.3 g), (M+H)+526. Starting materials: [Cl-].[Al+3].[Cl-].[Cl-] (aluminum chloride), [N-]=[N+]=[N-].[Na+] (sodium azide), C1(=CC=CC=C1)C1=C(C2=C(CCC1)C=CC=C2)C2=CC=C(C=C2)C=CC#N (3-[4-(6-phenyl-8,9-dihydro-7H-benzocyclohepten-5-yl)-phenyl]-acrylonitrile). Solvent: C1CCOC1 (THF), Cl (HCl). Run at time 10 minute. Product: C1(=CC=CC=C1)C1=C(C2=C(CCC1)C=CC=C2)C2=CC=C(C=C2)C=CC2=NN=NN2 (5-{2-[4-(6-phenyl-8,9-dihydro-7H-benzocyclohepten-5-yl)-phenyl]-vinyl}-1H-tetrazole), solid. The yield is 56.0%. Reaction SMILES: [Cl-].[Al+3].[Cl-].[Cl-].[N-:5]=[N+:6]=[N-:7].[Na+].[C:9]1([C:15]2[CH2:21][CH2:20][CH2:19][C:18]3[CH:22]=[CH:23][CH:24]=[CH:25][C:17]=3[C:16]=2[C:26]2[CH:31]=[CH:30][C:29]([CH:32]=[CH:33][C:34]#[N:35])=[CH:28][CH:27]=2)[CH:14]=[CH:13][CH:12]=[CH:11][CH:10]=1>C1COCC1.Cl>[C:9]1([C:15]2[CH2:21][CH2:20][CH2:19][C:18]3[CH:22]=[CH:23][CH:24]=[CH:25][C:17]=3[C:16]=2[C:26]2[CH:27]=[CH:28][C:29]([CH:32]=[CH:33][C:34]3[NH:35][N:7]=[N:6][N:5]=3)=[CH:30][CH:31]=2)[CH:10]=[CH:11][CH:12]=[CH:13][CH:14]=1 |f:0.1.2.3,4.5|. Procedure details: To a solution of aluminum chloride (175 mg, 1.31 mmol) in THF (4 mL) at 0° C. was added sodium azide (170 mg, 2.61 mmol) then nitrile (5c) (133 mg, 0.38 mmol). The mixture was stirred 10 min and was heated to reflux. After refluxing 5 h the mixture was diluted with 1N HCl, and was extracted with EtOAc. The combined organic layers were washed with water and dried (MgSO4). The solvent was removed under reduced pressure and the residue was chromatographed (silica gel, 10-20% methanol/CH2Cl2) to giv... Starting materials: α-ketoester, N([C@@H](CC(C)C)C(=O)N[C@@H](CC)C(=O)C(=O)OCC)C(=O)OCC1=CC=CC=C1 (Z-Leu-Abu-CO2Et), C(C)N (ethylamine). Run in C(Cl)(Cl)Cl.CO (CHCl3 CH3OH). Product: N([C@@H](CC(C)C)C(=O)N[C@@H](CC)C(=O)NCC)C(=O)OCC1=CC=CC=C1 (Z-Leu-Abu-CONH-Et). Isolated yield 64.0%. As a reaction SMILES: [NH:1]([C:20]([O:22][CH2:23][C:24]1[CH:29]=[CH:28][CH:27]=[CH:26][CH:25]=1)=[O:21])[C@H:2]([C:7]([NH:9][C@H:10]([C:13](C(OCC)=O)=[O:14])[CH2:11][CH3:12])=[O:8])[CH2:3][CH:4]([CH3:6])[CH3:5].[CH2:30]([NH2:32])[CH3:31]>C(Cl)(Cl)Cl.CO>[NH:1]([C:20]([O:22][CH2:23][C:24]1[CH:25]=[CH:26][CH:27]=[CH:28][CH:29]=1)=[O:21])[C@H:2]([C:7]([NH:9][C@H:10]([C:13]([NH:32][CH2:30][CH3:31])=[O:14])[CH2:11][CH3:12])=[O:8])[CH2:3][CH:4]([CH3:5])[CH3:6] |f:2.3|. Procedure: This compound was synthesized from protected α-ketoester derived from Z-Leu-Abu-CO2Et and ethylamine in 64% yield by the procedure described in Example 1. Single spot on TLC, Rf =0.36 (CHCl3 /CH3OH 50;1); mp 130°-132° C. Anal. calcd. for C21H31N3O5 : 405.45; C, 62.20; H, 7.71; N, 10.36. Found: C, 61.92; H, 7.62; N, 10.31. NMR (CDCl3) ok. MS (FAB) m/e=406 (M+1).